From a dataset of the Open Reaction Database (ORD), a public repository of structured organic reaction records. describe an organic reaction: reactants, conditions, products, and yield The reactants are ClC1=C2C=C(NC2=CC=C1C#N)CCC(F)(F)F (4-chloro-2-(3,3,3-trifluoropropyl)-1H-indole-5-carbonitrile), ClCC1=NOC(=N1)C1=CC(=CC=C1)C(F)(F)F (3-(chloromethyl)-5-[3-(trifluoromethyl)phenyl]-1,2,4-oxadiazole). The product is ClC1=C2C=C(N(C2=CC=C1C#N)CC1=NOC(=N1)C1=CC(=CC=C1)C(F)(F)F)CCC(F)(F)F (4-Chloro-1-({5-[3-(trifluoromethyl)phenyl]-1,2,4-oxadiazol-3-yl}methyl)-2-(3,3,3-trifluoropropyl)-1H-indole-5-carbonitrile). RXN SMILES: [Cl:1][C:2]1[C:10]([C:11]#[N:12])=[CH:9][CH:8]=[C:7]2[C:3]=1[CH:4]=[C:5]([CH2:13][CH2:14][C:15]([F:18])([F:17])[F:16])[NH:6]2.Cl[CH2:20][C:21]1[N:25]=[C:24]([C:26]2[CH:31]=[CH:30][CH:29]=[C:28]([C:32]([F:35])([F:34])[F:33])[CH:27]=2)[O:23][N:22]=1>>[Cl:1][C:2]1[C:10]([C:11]#[N:12])=[CH:9][CH:8]=[C:7]2[C:3]=1[CH:4]=[C:5]([CH2:13][CH2:14][C:15]([F:16])([F:17])[F:18])[N:6]2[CH2:20][C:21]1[N:25]=[C:24]([C:26]2[CH:31]=[CH:30][CH:29]=[C:28]([C:32]([F:35])([F:33])[F:34])[CH:27]=2)[O:23][N:22]=1. Procedure details: Synthesized as described in Example 4 from 4-chloro-2-(3,3,3-trifluoropropyl)-1H-indole-5-carbonitrile and 3-(chloromethyl)-5-[3-(trifluoromethyl)phenyl]-1,2,4-oxadiazole: 1H NMR (400 MHz, CDCl3) δ 8.31 (s, 1 H), 8.23 (d, J=7.8 Hz, 1 H), 7.86 (d, J=7.9 Hz, 1H), 7.67 (dd, J=7.8 Hz, 1 H), 7.45 (s, 2 H), 6.56 (s, 1 H), 5.45 (s, 2 H), 3.27 (t, 2 H), 2.89-2.61 (m, 2 H); MS (ES) m/z 499 (M+1). The reactants are Cc1ccc(S(=O)(=O)OCc2noc(C(CCCC3CCCCC3)CC(=O)OC(C)(C)C)n2)cc1, CNCCN(C)C. Yields the product CN(C)CCN(C)Cc1noc(C(CCCC2CCCCC2)CC(=O)OC(C)(C)C)n1. Reaction SMILES: [C:1]([CH3:2])([CH3:3])([CH3:4])[O:5][C:6]([CH2:7][CH:8]([CH2:9][CH2:10][CH2:11][CH:12]1[CH2:13][CH2:14][CH2:15][CH2:16][CH2:17]1)[c:18]1[n:19][c:20]([CH2:23][O:24][S:25]([c:26]2[cH:27][cH:28][c:29]([CH3:30])[cH:31][cH:32]2)(=[O:33])=[O:34])[n:21][o:22]1)=[O:35].[CH3:36][N:37]([CH2:38][CH2:39][NH:40][CH3:41])[CH3:42]>>[C:1]([CH3:2])([CH3:3])([CH3:4])[O:5][C:6]([CH2:7][CH:8]([CH2:9][CH2:10][CH2:11][CH:12]1[CH2:13][CH2:14][CH2:15][CH2:16][CH2:17]1)[c:18]1[n:19][c:20]([CH2:23][N:40]([CH2:39][CH2:38][N:37]([CH3:36])[CH3:42])[CH3:41])[n:21][o:22]1)=[O:35].